Dataset: the Open Reaction Database (ORD), a public repository of structured organic reaction records. Task: describe an organic reaction: reactants, conditions, products, and yield Starting materials: ClC1=CC2=C(NC(CC(N2C2=CC=CC=C2)=O)=O)C=C1 (7-chloro-5-phenyl-1H-1,5-benzodiazepine-2,4-dione), [N+](=[N-])=C (diazomethane). Run in CO (methanol), CCOCC (ether). Conditions: time 1 hour. Yields the product COC1=CC(N(C2=C(N1)C=CC(=C2)Cl)C2=CC=CC=C2)=O (2-Methoxy-7-chloro-5-phenyl-1H-1,5-benzodiazepin-4-one). Reaction SMILES: [Cl:1][C:2]1[CH:20]=[CH:19][C:5]2[NH:6][C:7](=[O:18])[CH2:8][C:9](=[O:17])[N:10]([C:11]3[CH:16]=[CH:15][CH:14]=[CH:13][CH:12]=3)[C:4]=2[CH:3]=1.[N+](=[CH2:23])=[N-]>CO.CCOCC>[CH3:23][O:18][C:7]1[NH:6][C:5]2[CH:19]=[CH:20][C:2]([Cl:1])=[CH:3][C:4]=2[N:10]([C:11]2[CH:16]=[CH:15][CH:14]=[CH:13][CH:12]=2)[C:9](=[O:17])[CH:8]=1. Procedure: To 11.4 g of 7-chloro-5-phenyl-1H-1,5-benzodiazepine-2,4-dione stirred in 150 ml methanol is added, dropwise, approximately 2.1 g of diazomethane in ether. After addition is complete, the reaction is stirred for 1 hour and filtered. The filtrate is evaporated and the residue diluted with a small amount of ether. The suspension is filtered and the filtrate evaporated to give the title compound. The reactants are O=C([O-])[O-], CN(C)C=O, O=[N+]([O-])c1ccc(Cl)nc1, [K+], [K+], O, Cc1cc(C(=O)Nc2cccc(O)c2)n(C)n1. Product: Cc1cc(C(=O)Nc2cccc(Oc3ccc([N+](=O)[O-])cn3)c2)n(C)n1. As a reaction SMILES: [C:28](=[O:29])([O-:30])[O-:31].[CH3:34][N:35]([CH3:36])[CH:37]=[O:38].[Cl:18][c:19]1[n:20][cH:21][c:22]([N+:25](=[O:26])[O-:27])[cH:23][cH:24]1.[K+:32].[K+:33].[OH2:39].[OH:1][c:2]1[cH:3][c:4]([NH:8][C:9](=[O:10])[c:11]2[cH:12][c:13]([CH3:17])[n:14][n:15]2[CH3:16])[cH:5][cH:6][cH:7]1>>[O:1]([c:2]1[cH:3][c:4]([NH:8][C:9](=[O:10])[c:11]2[cH:12][c:13]([CH3:17])[n:14][n:15]2[CH3:16])[cH:5][cH:6][cH:7]1)[c:19]1[n:20][cH:21][c:22]([N+:25](=[O:26])[O-:27])[cH:23][cH:24]1.